describe an organic reaction: reactants, conditions, products, and yield From a dataset of the Open Reaction Database (ORD), a public repository of structured organic reaction records. Starting materials: CC(C)C1=CC2=CC[C@H]3[C@](CCC[C@@]3([C@H]2CC1)C)(C)CO (Abietyl alcohol), C[C@]1(CCC[C@@]2(C3=CC=C(C=C3CCC12)C(C)C)C)CNC(C)=O (N-{[(1R,4aS)-1,4a-dimethyl-7-(propan-2-yl)-1,2,3,4,4a,9,10,10a-octahydrophenanthren-1-yl]methyl}acetamide), C[C@]1(CCC[C@@]2(C3CCC(=CC3=CCC12)C(C)C)C)C(=O)N ((1R,4aR)-1,4a-dimethyl-7-(propan-2-yl)-1,2,3,4,4a,4b,5,6,10,10a-decahydrophenanthrene-1-carboxamide), C[C@]1(CCC[C@@]2(C3=CC=C(C=C3CCC12)C(C)C)C)CNC(C(Br)(Br)Br)=O (N-{[(1R,4aS)-1,4a-dimethyl-7-(propan-2-yl)-1,2,3,4,4a,9,10,10a-octahydrophenanthren-1-yl]methyl}-2,2,2-tribromoacetamide), CNC(=O)[C@@]1(CCC[C@@]2(C3CCC(=CC3=CCC12)C(C)C)C)C ((1R,4aR)—N,1,4a-trimethyl-7-(propan-2-yl)-1,2,3,4,4a,4b,5,6,10,10a-decahydrophenanthrene-1-carboxamide), C(C)(C)C1=CC=C2[C@]3(CCC[C@@](C3CCC2=C1)(C)CNC(C1=CC=CC=C1)=O)C (N-(((1R,4aS)-7-isopropyl-1,4a-dimethyl-1,2,3,4,4a,9,10,10a-octahydrophenanthren-1-yl)methyl)benzamide), GPR-12{[(1R,4aR)-1,4a-dimethyl-7-(propan-2-yl)-1,2,3,4,4a,4b,5,6,10,10a-decahydrophenanthren-1-yl]methyl}diethylamine, C[C@]1(CCC[C@@]2(C3=CC=C(C=C3CCC12)C(C)C)C)CNC(C(F)(F)F)=O (N-{[(1R,4aS)-1,4a-dimethyl-7-(propan-2-yl)-1,2,3,4,4a,9,10,10a-octahydrophenanthren-1-yl]methyl}-2,2,2-trifluoroacetamide), CC(C)C1=CC2=C(C=C1)C3(CCCC(C3CC2)(C)CN)C.C[C@]1(CCC[C@@]2(C3=CC=C(C=C3CCC12)C(C)C)C)CN (leelamine [(1R,4aS)-1,4a-dimethyl-7-(propan-2-yl)-1,2,3,4,4a,9,10,10a-octahydrophenanthren-1-yl]methanamine), C(C)N(C(=O)[C@@]1(CCC[C@@]2(C3CCC(=CC3=CCC12)C(C)C)C)C)CC ((1R,4aR)—N,N-diethyl-1,4a-dimethyl-7-(propan-2-yl)-1,2,3,4,4a,4b,5,6,10,10a-decahydrophenanthrene-1-carboxamide), C[C@]1(CCC[C@@]2(C3CCC(=CC3=CCC12)C(C)C)C)CO ([(1R,4aR)-1,4a-dimethyl-7-(propan-2-yl)-1,2,3,4,4a,4b,5,6,10,10a-decahydrophenanthren-1-yl]methanol), abietylamine GPR-3{[(1R,4aR)-1,4a-dimethyl-7-(propan-2-yl)-1,2,3,4,4a,4b,5,6,10,10a-decahydrophenanthren-1-yl]methyl}amine, C[C@]1(CCC[C@@]2(C3CCC(=CC3=CCC12)C(C)C)C)CNC ({[(1R,4aR)-1,4a-dimethyl-7-(propan-2-yl)-1,2,3,4,4a,4b,5,6,10,10a-decahydrophenanthren-1-yl]methyl}(methyl)amine). The product is C(C1=CC=CC=C1)NC[C@@]1(CCC[C@@]2(C3=CC=C(C=C3CCC12)C(C)C)C)C (N-benzyl-1-((1R,4aS)-7-isopropyl-1,4a-dimethyl-1,2,3,4,4a,9,10,10a-octahydrophenanthren-1-yl)methanamine). Reaction SMILES: CC(C1CC[C@H:15]2[C:6](=[CH:7][CH2:8][C@@H:9]3[C@:14]2([CH3:18])[CH2:13][CH2:12][CH2:11][C@:10]3([CH2:20]O)[CH3:19])C=1)C.C[C@]1(CO)C2[C@@](C)([CH:28]3[C:33](=[CH:34]C2)[CH:32]=[C:31](C(C)C)[CH2:30][CH2:29]3)CCC1.[CH3:43][C@:44]1(C(N)=O)[CH:57]2[C@@:48](C)(C3C(=C[CH2:56]2)C=C(C(C)C)CC3)C[CH2:46][CH2:45]1.C[NH:66]C([C@@]1(C)C2[C@@](C)(C3C(=CC2)C=C(C(C)C)CC3)CCC1)=O.C[C@]1(CNC)C2[C@@](C)(C3C(=CC2)C=C(C(C)C)CC3)CCC1.C(N(CC)C([C@@]1(C)C2[C@@](C)(C3C(=CC2)C=C(C(C)C)CC3)CCC1)=O)C.CC(C1C=CC2C3(C)C(CCC=2C=1)C(CN)(C)CCC3)C.C[C@]1(CN)C2[C@@](C)(C3C(CC2)=CC(C(C)C)=CC=3)CCC1.C[C@]1(CNC(=O)C)C2[C@@](C)(C3C(CC2)=CC(C(C)C)=CC=3)CCC1.C[C@]1(CNC(=O)C(F)(F)F)C2[C@@](C)(C3C(CC2)=CC(C(C)C)=CC=3)CCC1.C[C@]1(CNC(=O)C(Br)(Br)Br)C2[C@@](C)(C3C(CC2)=CC(C(C)C)=CC=3)CCC1.C(C1C=C2C([C@]3(C)C(CC2)[C@@](CNC(=O)C2C=CC=CC=2)(C)CCC3)=CC=1)(C)C>>[CH2:34]([NH:66][CH2:15][C@@:14]1([CH3:18])[CH:9]2[C@@:10]([CH3:19])([C:20]3[C:6]([CH2:7][CH2:8]2)=[CH:43][C:44]([CH:57]([CH3:48])[CH3:56])=[CH:45][CH:46]=3)[CH2:11][CH2:12][CH2:13]1)[C:33]1[CH:28]=[CH:29][CH:30]=[CH:31][CH:32]=1 |f:6.7|. Procedure: Abietyl alcohol/GPR-8/[(1R,4aR)-1,4a-dimethyl-7-(propan-2-yl)-1,2,3,4,4a,4b,5,6,10,10a-decahydrophenanthren-1-yl]methanol; abietylamine/GPR-3{[(1R,4aR)-1,4a-dimethyl-7-(propan-2-yl)-1,2,3,4,4a,4b,5,6,10,10a-decahydrophenanthren-1-yl]methyl}amine; abieticamide/GPR-2/(1R,4aR)-1,4a-dimethyl-7-(propan-2-yl)-1,2,3,4,4a,4b,5,6,10,10a-decahydrophenanthrene-1-carboxamide; N-methylabieticamide/GPR-6/(1R,4aR)—N,1,4a-trimethyl-7-(propan-2-yl)-1,2,3,4,4a,4b,5,6,10,10a-decahydrophenanthrene-1-carboxamide; N-... Reactants: FB(F)F, [BH3-]C#N, CCOCC, CCOC(C)=O, CCCc1c(Cc2ccc(-c3ccccc3C#N)cc2F)c(=O)n(C2CCC3(CC2)OC2COCC2O3)c2ncnn12, [Na+], C1CCOC1. Yields the product CCCc1c(Cc2ccc(-c3ccccc3C#N)cc2F)c(=O)n(C2CCC(OC3COCC3O)CC2)c2ncnn12. As a reaction SMILES: [B:52]([F:53])([F:54])[F:55].[C:43]([BH3-:44])#[N:45].[CH2:47]([O:48][CH2:49][CH3:50])[CH3:51].[CH3:61][CH2:62][O:63][C:64](=[O:65])[CH3:66].[F:1][c:2]1[cH:3][c:4](-[c:35]2[c:36]([C:41]#[N:42])[cH:37][cH:38][cH:39][cH:40]2)[cH:5][cH:6][c:7]1[CH2:8][c:9]1[c:10](=[O:34])[n:11]([CH:21]2[CH2:22][CH2:23][C:24]3([CH2:25][CH2:26]2)[O:27][CH:28]2[CH:29]([O:30]3)[CH2:31][O:32][CH2:33]2)[c:12]2[n:13]([c:14]1[CH2:15][CH2:16][CH3:17])[n:18][cH:19][n:20]2.[Na+:46].[O:56]1[CH2:57][CH2:58][CH2:59][CH2:60]1>>[F:1][c:2]1[cH:3][c:4](-[c:35]2[c:36]([C:41]#[N:42])[cH:37][cH:38][cH:39][cH:40]2)[cH:5][cH:6][c:7]1[CH2:8][c:9]1[c:10](=[O:34])[n:11]([CH:21]2[CH2:22][CH2:23][CH:24]([O:27][CH:28]3[CH:29]([OH:30])[CH2:31][O:32][CH2:33]3)[CH2:25][CH2:26]2)[c:12]2[n:13]([c:14]1[CH2:15][CH2:16][CH3:17])[n:18][cH:19][n:20]2. Starting materials: CC(=O)O[Cu]OC(C)=O, C=CCC1(C)CC(c2cccc(Cl)c2)C(c2ccc(Cl)cc2)NC1=O, Cn1cc(B2OC(C)(C)C(C)(C)O2)cn1, C[Si](C)(C)[N-][Si](C)(C)C, CN(C)c1ccncc1, Cc1ccccc1, [Na+]. Product: C=CCC1(C)CC(c2cccc(Cl)c2)C(c2ccc(Cl)cc2)N(c2cnn(C)c2)C1=O. RXN SMILES: [C:67]([O:68][Cu:69][O:70][C:71](=[O:72])[CH3:73])(=[O:74])[CH3:75].[CH2:1]([CH:2]=[CH2:3])[C:4]1([CH3:25])[C:5](=[O:24])[NH:6][CH:7]([c:17]2[cH:18][cH:19][c:20]([Cl:23])[cH:21][cH:22]2)[CH:8]([c:10]2[cH:11][c:12]([Cl:16])[cH:13][cH:14][cH:15]2)[CH2:9]1.[CH3:26][n:27]1[n:28][cH:29][c:30]([B:32]2[O:33][C:34]([CH3:35])([CH3:36])[C:37]([CH3:38])([CH3:39])[O:40]2)[cH:31]1.[CH3:41][Si:42]([N-:43][Si:44]([CH3:45])([CH3:46])[CH3:47])([CH3:48])[CH3:49].[CH3:51][N:52]([CH3:53])[c:54]1[cH:55][cH:56][n:57][cH:58][cH:59]1.[CH3:60][c:61]1[cH:62][cH:63][cH:64][cH:65][cH:66]1.[Na+:50]>>[CH2:1]([CH:2]=[CH2:3])[C:4]1([CH3:25])[C:5](=[O:24])[N:6]([c:30]2[cH:29][n:28][n:27]([CH3:26])[cH:31]2)[CH:7]([c:17]2[cH:18][cH:19][c:20]([Cl:23])[cH:21][cH:22]2)[CH:8]([c:10]2[cH:11][c:12]([Cl:16])[cH:13][cH:14][cH:15]2)[CH2:9]1.